From a dataset of the Open Reaction Database (ORD), a public repository of structured organic reaction records. describe an organic reaction: reactants, conditions, products, and yield The reactants are [BH4-], O=C([O-])O, CCOC(C)=O, COCc1cc(OC)c(-c2cccc3c(NCC4CC4)c(COC)nn23)c(OC)c1, [Na+], [Na+], O=CC1CCOC1, C1CCOC1, O, O=S(=O)(O)O. The product is COCc1cc(OC)c(-c2cccc3c(N(CC4CC4)CC4CCOC4)c(COC)nn23)c(OC)c1. Reaction SMILES: [BH4-:43].[C:45](=[O:46])([OH:47])[O-:48].[CH3:55][CH2:56][O:57][C:58](=[O:59])[CH3:60].[CH:1]1([CH2:4][NH:5][c:6]2[c:7]([CH2:28][O:29][CH3:30])[n:8][n:9]3[c:10]2[cH:11][cH:12][cH:13][c:14]3-[c:15]2[c:16]([O:26][CH3:27])[cH:17][c:18]([CH2:23][O:24][CH3:25])[cH:19][c:20]2[O:21][CH3:22])[CH2:2][CH2:3]1.[Na+:44].[Na+:49].[O:31]1[CH2:32][CH:33]([CH:36]=[O:37])[CH2:34][CH2:35]1.[O:50]1[CH2:51][CH2:52][CH2:53][CH2:54]1.[OH2:61].[S:38](=[O:39])(=[O:40])([OH:41])[OH:42]>>[CH:1]1([CH2:4][N:5]([c:6]2[c:7]([CH2:28][O:29][CH3:30])[n:8][n:9]3[c:10]2[cH:11][cH:12][cH:13][c:14]3-[c:15]2[c:16]([O:26][CH3:27])[cH:17][c:18]([CH2:23][O:24][CH3:25])[cH:19][c:20]2[O:21][CH3:22])[CH2:36][CH:33]2[CH2:32][O:31][CH2:35][CH2:34]2)[CH2:2][CH2:3]1. Starting materials: O=C1C=CC(=O)c2ccccc21, ClCCl. Product: O=C1CCC(=O)c2ccccc21. Reaction SMILES: [C:1]1(=[O:12])[CH:2]=[CH:3][C:4](=[O:11])[c:5]2[cH:6][cH:7][cH:8][cH:9][c:10]21.[Cl:13][CH2:14][Cl:15]>>[C:1]1(=[O:12])[CH2:2][CH2:3][C:4](=[O:11])[c:5]2[cH:6][cH:7][cH:8][cH:9][c:10]21. Isolated yield 84.0%. RXN SMILES: [CH3:1][O:2][C:3]1[CH:21]=[CH:20][C:6]2[CH2:7][CH2:8][C:9]3[CH:10]=[CH:11][N:12]([CH2:14][CH2:15][NH:16][C:17](=O)[CH3:18])[C:13]=3[C:5]=2[CH:4]=1.P(Cl)(Cl)(Cl)=O.[OH-].[Na+].[C:29]([OH:36])(=[O:35])/[CH:30]=[CH:31]/[C:32]([OH:34])=[O:33]>C(O)C>[C:29]([OH:36])(=[O:35])/[CH:30]=[CH:31]/[C:32]([OH:34])=[O:33].[CH3:1][O:2][C:3]1[CH:21]=[CH:20][C:6]2[CH2:7][CH2:8][C:9]3[CH:10]=[C:11]4[C:17]([CH3:18])=[N:16][CH2:15][CH2:14][N:12]4[C:13]=3[C:5]=2[CH:4]=1 |f:2.3,6.7|. Procedure details: N-[2-(4,5-Dihydro-8-methoxy-1H-benzo[g]indol-1-yl)-ethyl]acetamide (4.7 g) was treated with 15 ml of phosphorus oxychloride under argon and the mixture was stirred at 50° C. for 30 minutes. The cooled mixture was added to 2000 g of ice-water and treated with 200 ml of 28% sodium hydroxide solution. The mixture was extracted once with 300 ml of methylene chloride and twice with 100 ml of methylene chloride each time, the organic phases were combined, dried with MgSO4 and freed from solvent. 4.2 g... Run in C(C)O (ethanol). Run at temperature 50 celsius, time 30 minute. The reactants are saturated solution, C(\C=C\C(=O)O)(=O)O (fumaric acid), [OH-].[Na+] (sodium hydroxide), COC1=CC2=C(CCC=3C=CN(C23)CCNC(C)=O)C=C1 (N-[2-(4,5-Dihydro-8-methoxy-1H-benzo[g]indol-1-yl)-ethyl]acetamide), P(=O)(Cl)(Cl)Cl (phosphorus oxychloride), ice water. The product is C(\C=C\C(=O)O)(=O)O.COC1=CC2=C(CCC=3C=C4N(C23)CCN=C4C)C=C1 (5,6,10,11-tetrahydro-2-methoxy-8-methylbenzo[g]pyrazino[1,2-a]indole fumarate). The reactants are CN1CCC(CCCN)CC1, CN1CCCC1=O, COc1cc2c(Nc3cc(OC)c(Cl)cc3Cl)c(C#N)cnc2cc1F. Yields the product COc1cc(Nc2c(C#N)cnc3cc(NCCCC4CCN(C)CC4)c(OC)cc23)c(Cl)cc1Cl. RXN SMILES: [CH3:27][N:28]1[CH2:29][CH2:30][CH:31]([CH2:34][CH2:35][CH2:36][NH2:37])[CH2:32][CH2:33]1.[CH3:38][N:39]1[CH2:40][CH2:41][CH2:42][C:43]1=[O:44].[Cl:1][c:2]1[c:3]([NH:11][c:12]2[c:13]([C:25]#[N:26])[cH:14][n:15][c:16]3[cH:17][c:18]([F:24])[c:19]([O:22][CH3:23])[cH:20][c:21]23)[cH:4][c:5]([O:9][CH3:10])[c:6]([Cl:8])[cH:7]1>>[Cl:1][c:2]1[c:3]([NH:11][c:12]2[c:13]([C:25]#[N:26])[cH:14][n:15][c:16]3[cH:17][c:18]([NH:37][CH2:36][CH2:35][CH2:34][CH:31]4[CH2:30][CH2:29][N:28]([CH3:27])[CH2:33][CH2:32]4)[c:19]([O:22][CH3:23])[cH:20][c:21]23)[cH:4][c:5]([O:9][CH3:10])[c:6]([Cl:8])[cH:7]1. Reactants: Cn1cc(C#N)c(Nc2ccc([N+](=O)[O-])cc2[N+](=O)[O-])n1, CCO, N, O, S. The product is Cn1cc(C#N)c(Nc2ccc([N+](=O)[O-])cc2N)n1. As a reaction SMILES: [CH3:1][n:2]1[n:3][c:4]([NH:9][c:10]2[c:11]([N+:19]([O-:20])=[O:21])[cH:12][c:13]([N+:16](=[O:17])[O-:18])[cH:14][cH:15]2)[c:5]([C:7]#[N:8])[cH:6]1.[CH3:25][CH2:26][OH:27].[NH3:22].[OH2:23].[SH2:24]>>[CH3:1][n:2]1[n:3][c:4]([NH:9][c:10]2[c:11]([NH2:19])[cH:12][c:13]([N+:16](=[O:17])[O-:18])[cH:14][cH:15]2)[c:5]([C:7]#[N:8])[cH:6]1. Run in ClCCl (dichloromethane), ClCCl (dichloromethane). Reactants: S(=O)(Cl)Cl (thionyl chloride), OCC1=NC=NC(=C1)N1CCOCC1 (4-hydroxymethyl-6-morpholinopyrimidine). RXN SMILES: S(Cl)([Cl:3])=O.O[CH2:6][C:7]1[CH:12]=[C:11]([N:13]2[CH2:18][CH2:17][O:16][CH2:15][CH2:14]2)[N:10]=[CH:9][N:8]=1>ClCCl>[ClH:3].[Cl:3][CH2:6][C:7]1[CH:12]=[C:11]([N:13]2[CH2:18][CH2:17][O:16][CH2:15][CH2:14]2)[N:10]=[CH:9][N:8]=1 |f:3.4|. Procedure: A solution of 36 ml of thionyl chloride in 30 ml of dichloromethane was added dropwise, at 0° C., to a solution of 3 g of 4-hydroxymethyl-6-morpholinopyrimidine in 30 ml of dichloromethane. The reaction solution was allowed to reach room temperature and was concentrated in vacuo. Addition of diethyl ether resulted in precipitation of 3.2 g of 4-chloromethyl-6-morpholinopyrimidine hydrochloride (melting point 139° C. [decomposition]). Yields the product Cl.ClCC1=NC=NC(=C1)N1CCOCC1 (4-chloromethyl-6-morpholinopyrimidine hydrochloride).